From a dataset of the Open Reaction Database (ORD), a public repository of structured organic reaction records. describe an organic reaction: reactants, conditions, products, and yield The reactants are C[O-], CO, FC(F)(F)c1ccccc1OC1CCN(c2ccc(Cl)nn2)CC1, [Na+]. The product is COc1ccc(N2CCC(Oc3ccccc3C(F)(F)F)CC2)nn1. RXN SMILES: [CH3:25][O-:26].[CH3:28][OH:29].[Cl:1][c:2]1[n:3][n:4][c:5]([N:8]2[CH2:9][CH2:10][CH:11]([O:14][c:15]3[c:16]([C:21]([F:22])([F:23])[F:24])[cH:17][cH:18][cH:19][cH:20]3)[CH2:12][CH2:13]2)[cH:6][cH:7]1.[Na+:27]>>[c:2]1([O:26][CH3:25])[n:3][n:4][c:5]([N:8]2[CH2:9][CH2:10][CH:11]([O:14][c:15]3[c:16]([C:21]([F:22])([F:23])[F:24])[cH:17][cH:18][cH:19][cH:20]3)[CH2:12][CH2:13]2)[cH:6][cH:7]1.